describe an organic reaction: reactants, conditions, products, and yield From a dataset of the Open Reaction Database (ORD), a public repository of structured organic reaction records. Product: CC1(C)Cc2c(c(C(=O)Nc3ccc(C(F)(F)F)nc3)cc3nc(Nc4c(Cl)cccc4Cl)[nH]c23)O1. RXN SMILES: [CH3:39][Al:40]([CH3:41])[CH3:42].[CH3:43][c:44]1[cH:45][cH:46][cH:47][cH:48][cH:49]1.[Cl:1][c:2]1[c:3]([NH:9][c:10]2[nH:11][c:12]3[c:13]([n:14]2)[cH:15][c:16]([C:24](=[O:25])[O:26][CH3:27])[c:17]2[c:18]3[CH2:19][C:20]([CH3:22])([CH3:23])[O:21]2)[c:4]([Cl:8])[cH:5][cH:6][cH:7]1.[F:28][C:29]([c:30]1[cH:31][cH:32][c:33]([NH2:36])[cH:34][n:35]1)([F:37])[F:38]>>[Cl:1][c:2]1[c:3]([NH:9][c:10]2[nH:11][c:12]3[c:13]([n:14]2)[cH:15][c:16]([C:24](=[O:25])[NH:36][c:33]2[cH:32][cH:31][c:30]([C:29]([F:28])([F:37])[F:38])[n:35][cH:34]2)[c:17]2[c:18]3[CH2:19][C:20]([CH3:22])([CH3:23])[O:21]2)[c:4]([Cl:8])[cH:5][cH:6][cH:7]1. Starting materials: C[Al](C)C, Cc1ccccc1, COC(=O)c1cc2nc(Nc3c(Cl)cccc3Cl)[nH]c2c2c1OC(C)(C)C2, Nc1ccc(C(F)(F)F)nc1. Reactants: ClC=1C=CN2C(C(=CC(=C2C1C)C1CC1)C(=O)OC)=O (methyl 8-chloro-1-cyclopropyl-9-methyl-4-oxo-4H-quinolizine-3-carboxylate), CNC1=CC=C(C=C1)B1OC(C(O1)(C)C)(C)C (N-methyl-4-(4,4,5,5-tetramethyl-1,3,2-dioxaborolan-2-yl)-aniline). Product: CNC1=CC=C(C=C1)C=1C=CN2C(C(=CC(=C2C1C)C1CC1)C(=O)OC)=O (methyl 8-(4-(methylamino)-phenyl)-1-cyclopropyl-9-methyl-4-oxo-4H-quinolizine-3-carboxylate). Yield: 89.4%. RXN SMILES: Cl[C:2]1[CH:3]=[CH:4][N:5]2[C:10]([C:11]=1[CH3:12])=[C:9]([CH:13]1[CH2:15][CH2:14]1)[CH:8]=[C:7]([C:16]([O:18][CH3:19])=[O:17])[C:6]2=[O:20].[CH3:21][NH:22][C:23]1[CH:28]=[CH:27][C:26](B2OC(C)(C)C(C)(C)O2)=[CH:25][CH:24]=1>>[CH3:21][NH:22][C:23]1[CH:28]=[CH:27][C:26]([C:2]2[CH:3]=[CH:4][N:5]3[C:10]([C:11]=2[CH3:12])=[C:9]([CH:13]2[CH2:15][CH2:14]2)[CH:8]=[C:7]([C:16]([O:18][CH3:19])=[O:17])[C:6]3=[O:20])=[CH:25][CH:24]=1. Procedure: Methyl 8-(4-(methylamino)-phenyl)-1-cyclopropyl-9-methyl-4-oxo-4H-quinolizine-3-carboxylate was prepared according to General Procedure A from methyl 8-chloro-1-cyclopropyl-9-methyl-4-oxo-4H-quinolizine-3-carboxylate (74 mg, 0.25 mmol) and N-methyl-4-(4,4,5,5-tetramethyl-1,3,2-dioxaborolan-2-yl)-aniline (71 mg, 0.31 mmol). Purification by flash silica column chromatography (DCM:MeOH) (1:0 to 94:6) afforded the title compound as a yellow solid (81 mg, 81%). The reactants are C1=CC(=CC(=C1)Cl)C(=O)OO (m-CPBA), CC1=C(C(=O)NC2CSC2)C=CC(=C1)C1=NO[C@](C1)(C(F)(F)F)C1=CC(=C(C(=C1)Cl)Cl)Cl (2-methyl-N-(thietan-3-yl)-4-[(5S)-5-(3,4,5-trichlorophenyl)-5-(trifluoromethyl)-4H-isoxazol-3-yl]benzamide), [O-]S(=O)(=S)[O-].[Na+].[Na+] (Na2S2O3). Run in ClCCl (dichloromethane). Reaction conditions: time 10 minute. The product is CC1=C(C(=O)NC2C[S+](C2)[O-])C=CC(=C1)C1=NO[C@](C1)(C(F)(F)F)C1=CC(=C(C(=C1)Cl)Cl)Cl (2-methyl-N-(1-oxidothietan-1-ium-3-yl)-4-[(5S)-5-(3,4,5-trichlorophenyl)-5-(trifluoromethyl)-4H-isoxazol-3-yl]benzamide). Reaction SMILES: [CH3:1][C:2]1[CH:14]=[C:13]([C:15]2[CH2:19][C@:18]([C:24]3[CH:29]=[C:28]([Cl:30])[C:27]([Cl:31])=[C:26]([Cl:32])[CH:25]=3)([C:20]([F:23])([F:22])[F:21])[O:17][N:16]=2)[CH:12]=[CH:11][C:3]=1[C:4]([NH:6][CH:7]1[CH2:10][S:9][CH2:8]1)=[O:5].C1C=C(Cl)C=C(C(OO)=[O:41])C=1.[O-]S([O-])(=S)=O.[Na+].[Na+]>ClCCl>[CH3:1][C:2]1[CH:14]=[C:13]([C:15]2[CH2:19][C@:18]([C:24]3[CH:29]=[C:28]([Cl:30])[C:27]([Cl:31])=[C:26]([Cl:32])[CH:25]=3)([C:20]([F:21])([F:22])[F:23])[O:17][N:16]=2)[CH:12]=[CH:11][C:3]=1[C:4]([NH:6][CH:7]1[CH2:8][S+:9]([O-:41])[CH2:10]1)=[O:5] |f:2.3.4|. Procedure: To a suspension of 2-methyl-N-(thietan-3-yl)-4-[(5S)-5-(3,4,5-trichlorophenyl)-5-(trifluoromethyl)-4H-isoxazol-3-yl]benzamide in dichloromethane (92 mL) was added m-CPBA (24.3 mmol, 5.58 g) portion wise at 0-5° C., and the reaction mixture was stirred for 10 min. A saturated Na2S2O3 solution was added, and the mixture was stirred for 10 min. The organic layer was washed with sat. NaHCO3 solution, water and brine, dried over MgSO4, filtered and evaporated. Purification over silica gel (eluent: CH...